Dataset: the Open Reaction Database (ORD), a public repository of structured organic reaction records. Task: describe an organic reaction: reactants, conditions, products, and yield The reactants are C(C)(C)(C)OC(=O)N1C(CC(CC1)=O)CC1=CC=CC=C1 (2-benzyl-4-oxo-piperidine-1-carboxylic acid tert-butyl ester), O (H2O), C1(=CC=C(C=C1)S(=O)(=O)C[N+]#[C-])C (toluene-4-sulfonylmethyl isocyanide), CC(C)([O-])C.[K+] (potassium tert-butoxide). Run in COCCOC (DME). Reaction conditions: temperature -10 celsius, time 2 hour. Yields the product C(C1=CC=CC=C1)C1N(CCC(C1)C#N)C(=O)OC(C)(C)C (tert-butyl 2-benzyl-4-cyanopiperidine-1-carboxylate). The yield is 76.2%. RXN SMILES: [C:1]([O:5][C:6]([N:8]1[CH2:13][CH2:12][C:11](=O)[CH2:10][CH:9]1[CH2:15][C:16]1[CH:21]=[CH:20][CH:19]=[CH:18][CH:17]=1)=[O:7])([CH3:4])([CH3:3])[CH3:2].C1(C)C=CC(S([CH2:31][N+:32]#[C-])(=O)=O)=CC=1.CC(C)([O-])C.[K+].O>COCCOC>[CH2:15]([CH:9]1[CH2:10][CH:11]([C:31]#[N:32])[CH2:12][CH2:13][N:8]1[C:6]([O:5][C:1]([CH3:4])([CH3:3])[CH3:2])=[O:7])[C:16]1[CH:21]=[CH:20][CH:19]=[CH:18][CH:17]=1 |f:2.3|. Procedure: To a solution of 2-benzyl-4-oxo-piperidine-1-carboxylic acid tert-butyl ester (15 g, 51.8 mmol) (from SYNTECH) in DME (250 mL) under nitrogen atmosphere was simultaneously added toluene-4-sulfonylmethyl isocyanide (15.2 g, 77.7 mmol, in 250 mL DME) and potassium tert-butoxide (156 mL, 1 M in tert-butanol) over 1 h so that the temperature was kept below −10° C. The solution was stirred at −10° C. for 2 h and then allowed to reach room temperature over 16 h. To the reaction mixture was added H2O (... Reactants: [H-].[Na+] (sodium hydride), Cl (HCl), FC=1C=C2CC(C(C2=CC1)=O)C1=CC=C(C=C1)F (5-Fluoro-2-(4-fluorophenyl)-2,3-dihydro-1H-inden-1-one), BrCC(=O)OCC (ethyl bromoacetate). The solvent is CN(C)C=O (DMF), CN(C)C=O (DMF). Reaction conditions: temperature 10 celsius, time 20 minute. Product: FC=1C=C2CC(C(C2=CC1)=O)(CC(=O)OCC)C1=CC=C(C=C1)F (Ethyl 5-fluoro-2-(4-fluorophenyl)-2,3-dihydro-1-oxo-1H-indene-2-acetate). Isolated yield 73.8%. Reaction SMILES: [H-].[Na+].[F:3][C:4]1[CH:5]=[C:6]2[C:10](=[CH:11][CH:12]=1)[C:9](=[O:13])[CH:8]([C:14]1[CH:19]=[CH:18][C:17]([F:20])=[CH:16][CH:15]=1)[CH2:7]2.Br[CH2:22][C:23]([O:25][CH2:26][CH3:27])=[O:24].Cl>CN(C=O)C>[F:3][C:4]1[CH:5]=[C:6]2[C:10](=[CH:11][CH:12]=1)[C:9](=[O:13])[C:8]([C:14]1[CH:19]=[CH:18][C:17]([F:20])=[CH:16][CH:15]=1)([CH2:22][C:23]([O:25][CH2:26][CH3:27])=[O:24])[CH2:7]2 |f:0.1|. Procedure: To a solution of 0.720 g (0.018 mol) of 60% sodium hydride suspended in 50 mL DMF at 10° C. was added dropwise 4.0 g (0.0164 mol) of the product from step B dissolved in 25 mL DMF. The reaction mixture was stirred at 10° C. for 20 min. and 3.1 g (0.0164 mol) ethyl bromoacetate was added all at once. The reaction was heated at 60° C. for 15 min, cooled to room temperature, poured into 200 mL 10% HCl, extracted with ethyl acetate (3×50 mL), washed with brine (1×100 mL), dried over anhydrous magnes... Starting materials: [H-].[Al+3].[Li+].[H-].[H-].[H-] (lithium aluminum hydride), O1CCCC1 (tetrahyrofuran), O1CCCC1 (tetrahydrofuran), N(=[N+]=[N-])C[C@@H]1[C@H]([C@@H](C=CO1)OCC1=CC=CC=C1)OCC1=CC=CC=C1 (6-azido-6-deoxy-3,4di-O-benzyl-D-glucal). The solvent is CCOCC (ether). Yields the product C(C)(=O)NC[C@@H]1[C@H]([C@@H](C=CO1)OCC1=CC=CC=C1)OCC1=CC=CC=C1 (6-acetamido-6-deoxy-3,4-di-O-benzyl-D-glucal). As a reaction SMILES: [H-].[Al+3].[Li+].[H-].[H-].[H-].[O:7]1CC[CH2:9][CH2:8]1.[N:12]([CH2:15][C@H:16]1[O:21][CH:20]=[CH:19][C@@H:18]([O:22][CH2:23][C:24]2[CH:29]=[CH:28][CH:27]=[CH:26][CH:25]=2)[C@@H:17]1[O:30][CH2:31][C:32]1[CH:37]=[CH:36][CH:35]=[CH:34][CH:33]=1)=[N+]=[N-]>CCOCC>[C:8]([NH:12][CH2:15][C@H:16]1[O:21][CH:20]=[CH:19][C@@H:18]([O:22][CH2:23][C:24]2[CH:29]=[CH:28][CH:27]=[CH:26][CH:25]=2)[C@@H:17]1[O:30][CH2:31][C:32]1[CH:37]=[CH:36][CH:35]=[CH:34][CH:33]=1)(=[O:7])[CH3:9] |f:0.1.2.3.4.5|. Procedure details: Stir a suspension of 760 mg. of lithium aluminum hydride in 50 ml. of tetrahydrofuran and to this add dropwise a solution of 2.98 gm. of 6-azido-6-deoxy-3,4di-O-benzyl-D-glucal in 30 ml. of tetrahyrofuran. Heat the mixture under reflux for 4 hours, cool and add wet ether, filter evaporate the filtrate to a residue. To the residue add 3 ml. of acetic anhydride and 10 ml. of distilled pyridine, stir for 2 hours and remove the solvent, crystallize the residue in chloroform: hexane to obtain 6-aceta... The reactants are CC(C)OP(=O)OC(C)C (effective_coupling_partner), Cc1cccc(OC(=O)C(C)(C)C)c1 (substrate). Reagents/catalysts: dcype. Conditions: temperature 100 celsius, time 24 hour. Yields the product Cc1cccc(P(=O)(OC(C)C)OC(C)C)c1. The reactants are CC(=O)[O-].[Na+] (NaOAc), CC(C#C)(CCC=C(CCC=C(C)C)C)O (3,7,11-trimethyl-6,10-dodecadien-1-in-3-ol), COC(=C)C (isopropenyl methyl ether), CS(=O)(=O)O (methanesulfonic acid). The solvent is CCCCCCC (n-heptane). Yields the product C[C@@H](CCC[C@@H](C)CCCC(=O)C)CCCC(C)C (Phytone). Isolated yield 76.0%. Reaction SMILES: [CH3:1][C:2](O)([CH2:5][CH2:6][CH:7]=[C:8]([CH3:15])[CH2:9][CH2:10][CH:11]=[C:12]([CH3:14])[CH3:13])[C:3]#[CH:4].C[O:18][C:19]([CH3:21])=[CH2:20].CS(O)(=O)=O.CC([O-])=O.[Na+]>CCCCCCC>[CH3:15][C@H:8]([CH2:9][CH2:10][CH2:11][CH:12]([CH3:14])[CH3:13])[CH2:7][CH2:6][CH2:5][C@H:2]([CH2:3][CH2:4][CH2:20][C:19]([CH3:21])=[O:18])[CH3:1] |f:3.4|. Procedure details: 44.1 g 3,7,11-trimethyl-6,10-dodecadien-1-in-3-ol, 50.5 g isopropenyl methyl ether and 80 mL n-heptane were initially introduced into a 500 ml flask. 29 mg methanesulfonic acid were added, while stirring. The reaction mixture was stirred under reflux for 6 hours. After the end of the reaction, the mixture was cooled to room temperature, neutralized with 2.5 ml methanolic NaOAc solution (10 g/1) and evaporated. The residue was hydrogenated in 2-propanol with 10% Pd/A-charcoal. Phytone was obtaine... Reactants: CC(C)(C)c1ccc(CCC(O)CC2CCCCC2)cc1NC(=O)CC1c2ccccc2Oc2ccccc21, CN(C)c1ccncc1, CCOCC, O=C1CCC(=O)O1, Cc1ccccc1C, c1ccncc1. Product: CC(C)(C)c1ccc(CCC(CC2CCCCC2)OC(=O)CCC(=O)O)cc1NC(=O)CC1c2ccccc2Oc2ccccc21. RXN SMILES: [C:9]([CH3:10])([CH3:11])([CH3:12])[c:13]1[c:14]([NH:30][C:31]([CH2:32][CH:33]2[c:34]3[cH:35][cH:36][cH:37][cH:38][c:39]3[O:40][c:41]3[cH:42][cH:43][cH:44][cH:45][c:46]32)=[O:47])[cH:15][c:16]([CH2:19][CH2:20][CH:21]([CH2:22][CH:23]2[CH2:24][CH2:25][CH2:26][CH2:27][CH2:28]2)[OH:29])[cH:17][cH:18]1.[CH3:61][N:62]([c:63]1[cH:64][cH:65][n:66][cH:67][cH:68]1)[CH3:69].[CH3:70][CH2:71][O:72][CH2:73][CH3:74].[O:48]=[C:49]1[CH2:50][CH2:51][C:52](=[O:53])[O:54]1.[c:1]1([CH3:2])[c:3]([CH3:4])[cH:5][cH:6][cH:7][cH:8]1.[cH:55]1[cH:56][cH:57][n:58][cH:59][cH:60]1>>[C:9]([CH3:10])([CH3:11])([CH3:12])[c:13]1[c:14]([NH:30][C:31]([CH2:32][CH:33]2[c:34]3[cH:35][cH:36][cH:37][cH:38][c:39]3[O:40][c:41]3[cH:42][cH:43][cH:44][cH:45][c:46]32)=[O:47])[cH:15][c:16]([CH2:19][CH2:20][CH:21]([CH2:22][CH:23]2[CH2:24][CH2:25][CH2:26][CH2:27][CH2:28]2)[O:29][C:52]([CH2:51][CH2:50][C:49](=[O:48])[OH:54])=[O:53])[cH:17][cH:18]1. The product is COC1=C(CNC(C(=O)N)C(=O)C2=CNC3=CC=CC=C23)C=CC(=C1)OC (2-(2,4-Dimethoxybenzylamino)-3-(3-indolyl)-3-oxo-propionamide). Procedure details: A solution of 2.0 g (5.69 mmol) of [1-carbamoyl-2-(3-indolyl)-2-oxoethyl]-carbamic acid benzyl ester in 160 ml ethyl acetate:acetic acid:ethanol (1:2:1) was hydrogenolyzed at atmospheric pressure over 0.45 g of 10% Pd(C) for 3 h. The mixture was filtered and concentrated. 2.41 g (11.4 mmol) of NaBH(OAc)4 was added in portions to a solution of the residue and 0.95 g (5.69 mmol) of 2,4-dimethoxybenzaldehyde in 30 ml of DMF:HOAc (1:1). After 18 h at room temperature the reaction mixture was concent... Yield: 85.1%. Reaction SMILES: C(O[C:9](=O)[NH:10][CH:11]([C:23](=[O:25])[NH2:24])[C:12]([C:14]1[C:22]2[C:17](=[CH:18][CH:19]=[CH:20][CH:21]=2)[NH:16][CH:15]=1)=[O:13])C1C=CC=CC=1.[CH3:27][O:28][C:29]1[CH:36]=[C:35]([O:37][CH3:38])[CH:34]=[CH:33][C:30]=1C=O>C(OCC)(=O)C.C(O)(=O)C.C(O)C.CN(C=O)C.CC(O)=O>[CH3:27][O:28][C:29]1[CH:36]=[C:35]([O:37][CH3:38])[CH:34]=[CH:33][C:30]=1[CH2:9][NH:10][CH:11]([C:12]([C:14]1[C:22]2[C:17](=[CH:18][CH:19]=[CH:20][CH:21]=2)[NH:16][CH:15]=1)=[O:13])[C:23]([NH2:24])=[O:25] |f:2.3.4,5.6|. Run in C(C)(=O)OCC.C(C)(=O)O.C(C)O (ethyl acetate acetic acid ethanol), CN(C)C=O.CC(=O)O (DMF HOAc). The reactants are C(C1=CC=CC=C1)OC(NC(C(=O)C1=CNC2=CC=CC=C12)C(N)=O)=O ([1-carbamoyl-2-(3-indolyl)-2-oxoethyl]-carbamic acid benzyl ester), Pd(C), NaBH(OAc)4, COC1=C(C=O)C=CC(=C1)OC (2,4-dimethoxybenzaldehyde).